From a dataset of the Open Reaction Database (ORD), a public repository of structured organic reaction records. describe an organic reaction: reactants, conditions, products, and yield The reactants are FC(C=1C=C(COCC2(CCNCCC2)C2=CC=CC=C2)C=C(C1)C(F)(F)F)(F)F (4-((3,5-bis(trifluoromethyl)benzyloxy)methyl)-4-phenylazepane), [BH4-].[Na+] (sodium borohydride), C(C)(=O)O (acetic acid). Run at time 8 hour. The product is FC(C=1C=C(COCC2(CCN(CCC2)CC)C2=CC=CC=C2)C=C(C1)C(F)(F)F)(F)F (4-((3,5-bis(trifluoromethyl)benzyloxy)methyl)-1-ethyl-4-phenylazepane). The yield is 56.0%. As a reaction SMILES: [F:1][C:2]([F:30])([F:29])[C:3]1[CH:4]=[C:5]([CH:22]=[C:23]([C:25]([F:28])([F:27])[F:26])[CH:24]=1)[CH2:6][O:7][CH2:8][C:9]1([C:16]2[CH:21]=[CH:20][CH:19]=[CH:18][CH:17]=2)[CH2:15][CH2:14][CH2:13][NH:12][CH2:11][CH2:10]1.[BH4-].[Na+].[C:33](O)(=O)[CH3:34]>>[F:30][C:2]([F:29])([F:1])[C:3]1[CH:4]=[C:5]([CH:22]=[C:23]([C:25]([F:28])([F:27])[F:26])[CH:24]=1)[CH2:6][O:7][CH2:8][C:9]1([C:16]2[CH:21]=[CH:20][CH:19]=[CH:18][CH:17]=2)[CH2:15][CH2:14][CH2:13][N:12]([CH2:33][CH3:34])[CH2:11][CH2:10]1 |f:1.2|. Reported procedure: Isomer A of 4-((3,5-bis(trifluoromethyl)benzyloxy)methyl)-4-phenylazepane (3 mg), in glacial acetic acid (0.05 mL) was added sodium borohydride (2 mg) in two portions. After addition, the mixture was stirred at room temperature for overnight. The mixture was concentrated under vacuum. Then saturated sodium bicarbonate and dichloromethane was added to the mixture and the organic layer was separated. The aqueous layer was extracted with dichloromethane 2 times and the combined organic layers were ... The reactants are CC(C)(C)OC(=O)Nc1ccc(Cc2cc(Cl)ncn2)cc1, ClCCl, Cl, C1COCCO1. Product: Nc1ccc(Cc2cc(Cl)ncn2)cc1. Reaction SMILES: [C:8]([O:9][C:10](=[O:11])[NH:14][c:15]1[cH:16][cH:17][c:18]([CH2:21][c:22]2[n:23][cH:24][n:25][c:26]([Cl:28])[cH:27]2)[cH:19][cH:20]1)([CH3:12])([CH3:13])[CH3:29].[Cl:30][CH2:31][Cl:32].[ClH:1].[O:2]1[CH2:3][CH2:4][O:5][CH2:6][CH2:7]1>>[NH2:14][c:15]1[cH:16][cH:17][c:18]([CH2:21][c:22]2[n:23][cH:24][n:25][c:26]([Cl:28])[cH:27]2)[cH:19][cH:20]1. The reactants are C1COCCN1, C1=C(C=NC=C1Br)N. The reagents and catalysts are C(=O)([O-])[O-].[Cs+].[Cs+], CC1(C2=C(C(=CC=C2)P(C3=CC=CC=C3)C4=CC=CC=C4)OC5=C1C=CC=C5P(C6=CC=CC=C6)C7=CC=CC=C7)C, CC(=O)O.CC(=O)O.[Pd]. Run in C1COCCO1. Conditions: temperature 150 celsius. Product: C1COCCN1C2=CN=CC(=C2)N. Yield: 0.0%. Reported procedure: diacetoxypalladium (20.76 mg, 0.09 mmol) was added to 5-bromopyridin-3-amine (160 mg, 0.92 mmol), morpholine (0.403 mL, 4.62 mmol) (9,9-dimethyl-9H-xanthene-4,5-diyl)bis(diphenylphosphine) (64.2 mg, 0.11 mmol) and cesium carbonate (603 mg, 1.85 mmol) in dioxane (5 mL). The resulting solution was stirred at 150 °C in the microwave for 30 minutes. The major product was the dimer. Rection abandoned. Reactants: C(CCC)=O (1-butanal), N1CCCC1 (pyrrolidine), N=1C=CN2C1C(=CC=C2)OCCCCN2C(SCC2=O)=O (3-[4-(imidazo[1,2-a]pyridin-8-yloxy)butyl]thiazolidine-2,4-dione), C(CCC)=O (1-butanal), N1CCCC1 (pyrrolidine). Solvent: C(C)O (ethanol). Yields the product C(CCC)=C1C(N(C(S1)=O)CCCCOC=1C=2N(C=CC1)C=CN2)=O (5-butylidene-3-[4-(imidazo[1,2-a]pyridin-8-yloxy)butyl]thiazolidine-2,4-dione). Reaction SMILES: [N:1]1[CH:2]=[CH:3][N:4]2[CH:9]=[CH:8][CH:7]=[C:6]([O:10][CH2:11][CH2:12][CH2:13][CH2:14][N:15]3[C:19](=[O:20])[CH2:18][S:17][C:16]3=[O:21])[C:5]=12.[CH:22](=O)[CH2:23][CH2:24][CH3:25].N1CCCC1>C(O)C>[CH:22](=[C:18]1[S:17][C:16](=[O:21])[N:15]([CH2:14][CH2:13][CH2:12][CH2:11][O:10][C:6]2[C:5]3[N:4]([CH:3]=[CH:2][N:1]=3)[CH:9]=[CH:8][CH:7]=2)[C:19]1=[O:20])[CH2:23][CH2:24][CH3:25]. Procedure details: To a solution of 1.25 g (4.32 mmol) of 3-[4-(imidazo[1,2-a]pyridin-8-yloxy)butyl]thiazolidine-2,4-dione and 0.39 ml (4.32 mmol) of 1-butanal in 20 ml of ethanol, 0.036 ml (0.43 mmol) of pyrrolidine was added at 60° C., followed by refluxing for 19 hours (1 and 2 hours later, 0.39 ml (4.32 mmol) was further added; 3 hours later, 0.39 ml (4.32 mmol) of 1-butanal and 0.036 ml (0.43 mmol) of pyrrolidine were further added). After the reaction mixture was cooled, the solvent was distilled off. The re... Reported procedure: To a solution of tert-butyl 4-((4-chlorophenyl)(hydroxyl)methyl)piperidine-1-carboxylate (1.25 g, 3.84 mmol) in DMF (50 mL) was added sodium hydride 60% w/w dispersion on mineral oil (384 mg, 9.59 mmol). The reaction mixture was stirred for 10 minutes at room temperature then 2-chloro-N,N-dimethylethanamine hydrochloride (608 mg, 4.22 mmol) ws added. The reaction mixture was stirred at 70° C. for 12 h. LC-MS of the reaction mixture showed no more starting material. The reaction mixture was coole... Reaction SMILES: [Cl:1][C:2]1[CH:7]=[CH:6][C:5]([CH:8]([OH:22])[CH:9]2[CH2:14][CH2:13][N:12]([C:15]([O:17][C:18]([CH3:21])([CH3:20])[CH3:19])=[O:16])[CH2:11][CH2:10]2)=[CH:4][CH:3]=1.[H-].[Na+].Cl.Cl[CH2:27][CH2:28][N:29]([CH3:31])[CH3:30]>CN(C=O)C.CCOC(C)=O>[Cl:1][C:2]1[CH:3]=[CH:4][C:5]([CH:8]([O:22][CH2:27][CH2:28][N:29]([CH3:31])[CH3:30])[CH:9]2[CH2:10][CH2:11][N:12]([C:15]([O:17][C:18]([CH3:19])([CH3:21])[CH3:20])=[O:16])[CH2:13][CH2:14]2)=[CH:6][CH:7]=1 |f:1.2,3.4|. Starting materials: ClC1=CC=C(C=C1)C(C1CCN(CC1)C(=O)OC(C)(C)C)O (tert-butyl 4-((4-chlorophenyl)(hydroxyl)methyl)piperidine-1-carboxylate), [H-].[Na+] (sodium hydride), oil, Cl.ClCCN(C)C (2-chloro-N,N-dimethylethanamine hydrochloride). Conditions: time 10 minute. The product is ClC1=CC=C(C=C1)C(C1CCN(CC1)C(=O)OC(C)(C)C)OCCN(C)C (tert-butyl 4-((4-chlorophenyl)(2-(dimethylamino)ethoxy)methyl)piperidine-1-carboxylate). Solvent: CN(C)C=O (DMF), CCOC(=O)C (EtOAc). The reactants are O=Cc1ccc(-c2nc3ncc(Br)n3cc2-c2ccccc2)cc1, C=C[Sn](CCCC)(CCCC)CCCC, C1CCOC1, ClCCl, [K+], [K+], O=C([O-])[O-], O, Cl[Pd]Cl, c1ccc(P(c2ccccc2)c2ccccc2)cc1, c1ccc(P(c2ccccc2)c2ccccc2)cc1. Yields the product C=Cc1cnc2nc(-c3ccc(C=O)cc3)c(-c3ccccc3)cn12. RXN SMILES: [Br:1][c:2]1[cH:3][n:4][c:5]2[n:6]1[cH:7][c:8](-[c:19]1[cH:20][cH:21][cH:22][cH:23][cH:24]1)[c:9](-[c:11]1[cH:12][cH:13][c:14]([CH:15]=[O:16])[cH:17][cH:18]1)[n:10]2.[CH2:31]([CH2:32][CH2:44][CH3:45])[Sn:33]([CH2:34][CH2:35][CH2:36][CH3:37])([CH2:38][CH2:39][CH2:40][CH3:41])[CH:42]=[CH2:43].[CH2:46]1[O:47][CH2:48][CH2:49][CH2:50]1.[Cl:52][CH2:53][Cl:54].[K+:25].[K+:26].[O-:27][C:28]([O-:29])=[O:30].[OH2:51].[Pd:55]([Cl:56])[Cl:57].[c:58]1([P:59]([c:60]2[cH:61][cH:62][cH:63][cH:64][cH:65]2)[c:66]2[cH:67][cH:68][cH:69][cH:70][cH:71]2)[cH:72][cH:73][cH:74][cH:75][cH:76]1.[c:77]1([P:78]([c:79]2[cH:80][cH:81][cH:82][cH:83][cH:84]2)[c:85]2[cH:86][cH:87][cH:88][cH:89][cH:90]2)[cH:91][cH:92][cH:93][cH:94][cH:95]1>>[c:2]1([CH:31]=[CH2:32])[cH:3][n:4][c:5]2[n:6]1[cH:7][c:8](-[c:19]1[cH:20][cH:21][cH:22][cH:23][cH:24]1)[c:9](-[c:11]1[cH:12][cH:13][c:14]([CH:15]=[O:16])[cH:17][cH:18]1)[n:10]2. Starting materials: C(C)C1C=C(CC1)C(=O)OC (methyl 3-ethylcyclopent-1-enecarboxylate). The reagents and catalysts are [Pd] (Pd/C). The solvent is CO (methanol). Reaction conditions: time 16 hour. Yields the product C(C)C1CC(CC1)C(=O)OC (methyl 3-ethylcyclopentanecarboxylate). As a reaction SMILES: [CH2:1]([CH:3]1[CH2:7][CH2:6][C:5]([C:8]([O:10][CH3:11])=[O:9])=[CH:4]1)[CH3:2]>CO.[Pd]>[CH2:1]([CH:3]1[CH2:7][CH2:6][CH:5]([C:8]([O:10][CH3:11])=[O:9])[CH2:4]1)[CH3:2]. Reported procedure: To a stirred solution of methyl 3-ethylcyclopent-1-enecarboxylate (1.60 g, 10.3 mmol) in methanol (15 mL) was added 10% Pd/C (100 mg), and the mixture was purged with hydrogen for 10 minutes. Then reaction mixture was then stirred at room temperature for 16 hours under a hydrogen atmosphere (balloon). The reaction mixture was then filtered through a pad of celite, and the filtrate was concentrated to dryness to afford methyl 3-ethylcyclopentanecarboxylate as a mixture of cis and trans isomers.